The task is: describe an organic reaction: reactants, conditions, products, and yield. This data is from the Open Reaction Database (ORD), a public repository of structured organic reaction records. The reactants are C(C)OC(COC1=C(C=C(C(=C1)OC)Cl)C(C)=O)=O ((2-acetyl-4-chloro-5-methoxy-phenoxy)-acetic acid ethyl ester-), CC(C)(C)[O-].[K+] (KOtBu), ice HCl, CCCCCC.CCOC(=O)C (hexane AcOEt). The solvent is C(OC)COC (dimethoxyethane). Yields the product C(C)OC(=O)C=1OC2=C(C1C)C=C(C(=C2)OC)Cl (5-Chloro-6-methoxy-3-methyl-benzofuran-2-carboxylic acid ethyl ester). Yield: 40.9%. RXN SMILES: [CH2:1]([O:3][C:4](=[O:19])[CH2:5][O:6][C:7]1[CH:12]=[C:11]([O:13][CH3:14])[C:10]([Cl:15])=[CH:9][C:8]=1[C:16](=O)[CH3:17])[CH3:2].CC([O-])(C)C.[K+].CCCCCC.CCOC(C)=O>C(COC)OC>[CH2:1]([O:3][C:4]([C:5]1[O:6][C:7]2[CH:12]=[C:11]([O:13][CH3:14])[C:10]([Cl:15])=[CH:9][C:8]=2[C:16]=1[CH3:17])=[O:19])[CH3:2] |f:1.2,3.4|. Procedure details: The above prepared (2-acetyl-4-chloro-5-methoxy-phenoxy)-acetic acid ethyl ester-(6.05 g, 21.1 mmol) was dissolved in 45 mL of dimethoxyethane and treated at −15° C. with KOtBu (0.947 g, 0.4 eq.). After keeping for 45 Min. at −15° C. and 5 h at 0° C., the reaction mixture was poured onto crashed ice/HCl, twofold extracted with AcOEt, washed with water, dried over magnesium sulfate, and evaporated to dryness to leave 5.26 g of crude product. Flash chromatography (SiO2, hexane/AcOEt=9/1) of the la... Solvent: O (water). Reactants: N1(CCNCC1)C1=C2CCC(NC2=CC=C1)=O (5-(1-Piperazinyl)-3,4-dihydrocarbostyril), CN(C)C (trimethylamine), CN(C)C=O (DMF), CN(C)C=O (DMF), C(#N)C1=CC=C(C(=O)Cl)C=C1 (4-cyanobenzoyl chloride). Reported procedure: 5-(1-Piperazinyl)-3,4-dihydrocarbostyril (2.6 g) and 2 ml of trimethylamine were added to 40 ml of DMF. The mixture was stirred at room temperature while slowly adding dropwise 10 ml of DMF solution containing 2.4 g of 4-cyanobenzoyl chloride. After completion of addition, the reaction mixture was stirred at 40° to 50° C. for 30 minutes. The reaction mixture was poured into a large amount of water and extracted with chloroform. The extract was washed with sodium hydrogencarbonate solution and su... The product is C(#N)C1=CC=C(C(=O)N2CCN(CC2)C2=C3CCC(NC3=CC=C2)=O)C=C1 (5-[4-(4-cyanobenzoyl)-1-piperazinyl]-3,4-dihydrocarbostyril). Isolated yield 46.9%. Reaction SMILES: [N:1]1([C:7]2[CH:16]=[CH:15][CH:14]=[C:13]3[C:8]=2[CH2:9][CH2:10][C:11](=[O:17])[NH:12]3)[CH2:6][CH2:5][NH:4][CH2:3][CH2:2]1.CN(C)C.CN(C=O)C.[C:27]([C:29]1[CH:37]=[CH:36][C:32]([C:33](Cl)=[O:34])=[CH:31][CH:30]=1)#[N:28]>O>[C:27]([C:29]1[CH:37]=[CH:36][C:32]([C:33]([N:4]2[CH2:5][CH2:6][N:1]([C:7]3[CH:16]=[CH:15][CH:14]=[C:13]4[C:8]=3[CH2:9][CH2:10][C:11](=[O:17])[NH:12]4)[CH2:2][CH2:3]2)=[O:34])=[CH:31][CH:30]=1)#[N:28].